Dataset: the Open Reaction Database (ORD), a public repository of structured organic reaction records. Task: describe an organic reaction: reactants, conditions, products, and yield The reactants are O=C(Cl)c1ccccc1, CN1C(=O)CC(=O)N(C)C1=O, CN(C)c1ccncc1, ClCCl. Yields the product CN1C(=O)C(C(=O)c2ccccc2)C(=O)N(C)C1=O. RXN SMILES: [C:12]([c:13]1[cH:14][cH:15][cH:16][cH:17][cH:18]1)(=[O:19])[Cl:20].[CH3:1][N:2]1[C:3](=[O:4])[N:5]([CH3:11])[C:6](=[O:7])[CH2:8][C:9]1=[O:10].[CH3:21][N:22]([CH3:23])[c:24]1[cH:25][cH:26][n:27][cH:28][cH:29]1.[Cl:30][CH2:31][Cl:32]>>[CH3:1][N:2]1[C:3](=[O:4])[N:5]([CH3:11])[C:6](=[O:7])[CH:8]([C:12]([c:13]2[cH:14][cH:15][cH:16][cH:17][cH:18]2)=[O:19])[C:9]1=[O:10]. The reactants are NC1=NC=CC(=C1)C=1SC(=C(C1C#N)C1=C(C=C(C=C1)Cl)Cl)C1=CC=NN1 (2-(2-aminopyridin-4-yl)-4-(2,4-dichlorophenyl)-5-(1H-pyrazol-5-yl)thiophene-3-carbonitrile), N1=CC=CC=C1 (Pyridine), C(Cl)Cl (DCM), C(C)(=O)OC(C)=O (Acetic anhydride), CO (MeOH), O (Water), C([O-])(O)=O.[Na+] (Sodium bicarbonate). Run at time 8 hour. Product: C(#N)C1=C(SC(=C1C1=C(C=C(C=C1)Cl)Cl)C1=CC=NN1)C1=CC(=NC=C1)NC(C)=O (N-(4-(3-cyano-4-(2,4-dichlorophenyl)-5-(1H-pyrazol-5-yl)thiophen-2-yl)pyridin-2-yl)acetamide). Yield: 44.0%. As a reaction SMILES: [NH2:1][C:2]1[CH:7]=[C:6]([C:8]2[S:9][C:10]([C:23]3[NH:27][N:26]=[CH:25][CH:24]=3)=[C:11]([C:15]3[CH:20]=[CH:19][C:18]([Cl:21])=[CH:17][C:16]=3[Cl:22])[C:12]=2[C:13]#[N:14])[CH:5]=[CH:4][N:3]=1.N1C=CC=CC=1.C(Cl)Cl.[C:37](OC(=O)C)(=[O:39])[CH3:38].CO.O.C(=O)(O)[O-].[Na+]>>[C:13]([C:12]1[C:11]([C:15]2[CH:20]=[CH:19][C:18]([Cl:21])=[CH:17][C:16]=2[Cl:22])=[C:10]([C:23]2[NH:27][N:26]=[CH:25][CH:24]=2)[S:9][C:8]=1[C:6]1[CH:5]=[CH:4][N:3]=[C:2]([NH:1][C:37](=[O:39])[CH3:38])[CH:7]=1)#[N:14] |f:6.7|. Procedure: To a mixture of 2-(2-aminopyridin-4-yl)-4-(2,4-dichlorophenyl)-5-(1H-pyrazol-5-yl)thiophene-3-carbonitrile (0.10 g, 0.12 mmol) and Pyridine (0.3923 mL, 4.851 mmol) in DCM (0.2 mL, 3 mmol) was added Acetic anhydride (0.114 mL, 1.21 mmol) at 0° C. The ice bath was removed after 2 h and stirring was continued at rt overnight. The solvent was evaporated and the residue was stirred in MeOH (5 mL, 100 mmol) and Water (1 g, 60 mmol) containing Sodium bicarbonate (0.6112 g, 7.276 mmol). The mixture was ...